Dataset: the Open Reaction Database (ORD), a public repository of structured organic reaction records. Task: describe an organic reaction: reactants, conditions, products, and yield Reactants: ClC1=C(C(=CC=C1F)OC[C@H](CO)O)[C@@H](C)C1=CN(C2=NC=C(C=C21)C=2C=NN(C2C)C)C(=O)OC(C)(C)C (tert-butyl 3-[(1S)-1-(2-chloro-6-{[(2S)-2,3-dihydroxypropyl]oxy}-3-fluorophenyl)ethyl]-5-(1,5-dimethyl-1H-pyrazol-4-yl)-1H-pyrrolo[2,3-b]pyridine-1-carboxylate), Cl (HCl), O1CCOCC1 (1,4-dioxane), Cl (HCl), BOC, Cl (HCl). Run at time 1 hour. The product is ClC=1C(=C(OC[C@H](CO)O)C=CC1F)[C@@H](C)C1=CNC2=NC=C(C=C21)C=2C=NN(C2C)C ((2S)-3-(3-Chloro-2-{(1S)-1-[5-(1,5-dimethyl-1H-pyrazol-4-yl)-1H-pyrrolo[2,3-b]pyridin-3-yl]ethyl}-4-fluorophenoxy)propane-1,2-diol). RXN SMILES: Cl.O1CCOCC1.[Cl:8][C:9]1[C:14]([F:15])=[CH:13][CH:12]=[C:11]([O:16][CH2:17][C@@H:18]([OH:21])[CH2:19][OH:20])[C:10]=1[C@H:22]([C:24]1[C:32]2[C:27](=[N:28][CH:29]=[C:30]([C:33]3[CH:34]=[N:35][N:36]([CH3:39])[C:37]=3[CH3:38])[CH:31]=2)[N:26](C(OC(C)(C)C)=O)[CH:25]=1)[CH3:23]>>[Cl:8][C:9]1[C:10]([C@H:22]([C:24]2[C:32]3[C:27](=[N:28][CH:29]=[C:30]([C:33]4[CH:34]=[N:35][N:36]([CH3:39])[C:37]=4[CH3:38])[CH:31]=3)[NH:26][CH:25]=2)[CH3:23])=[C:11]([CH:12]=[CH:13][C:14]=1[F:15])[O:16][CH2:17][C@@H:18]([OH:21])[CH2:19][OH:20]. Procedure: A suspension of tert-butyl 5-bromo-3-[(1S)-1-(2-chloro-6-{[(4R)-2,2-dimethyl-1,3-dioxolan-4-yl]methoxy}-3-fluorophenyl)ethyl]-1H-pyrrolo[2,3-b]pyridine-1-carboxylate (29.2 mg, 0.0500 mmol), 1,5-dimethyl-1H-pyrazole-4-boronic acid, pinacol ester (20.7 mg, 0.0885 mmol), Pd(PPh3)4 (2.8 mg, 0.0024 mmol), and potassium carbonate (33.2 mg, 0.240 mmol) in a 4:1 mixture of 1,4-dioxane (2 mL) to H2O (0.5 mL) was subjected to microwave heating [Biotage, 95° C.] for 20 min. The reaction was again subjected... Reactants: [N+](=O)([O-])C=1C=C(C=CC1)N1C(NC(C2=C1N=CC=C2)=O)=O (1-(m-nitrophenyl)pyrido[2,3-d]pyrimidine-2,4 (1H,3H)-dione), CN(C=O)C (dimethylformamide), [H-].[Na+] (sodium hydride), C1(OCCO1)=O (ethylene carbonate). Run in O (water). Reaction conditions: temperature 150 celsius. The product is [N+](=O)([O-])C=1C=C(C=CC1)N1C(N(C(C2=C1N=CC=C2)=O)CCO)=O (1-(m-nitrophenyl)-3-(2-hydroxyethyl)pyrido[2,3-d] pyrimidine-2,4(1H,3H)-dione). Isolated yield 86.6%. As a reaction SMILES: [N+:1]([C:4]1[CH:5]=[C:6]([N:10]2[C:15]3[N:16]=[CH:17][CH:18]=[CH:19][C:14]=3[C:13](=[O:20])[NH:12][C:11]2=[O:21])[CH:7]=[CH:8][CH:9]=1)([O-:3])=[O:2].CN(C)C=O.[H-].[Na+].C1(=O)O[CH2:32][CH2:31][O:30]1>O>[N+:1]([C:4]1[CH:5]=[C:6]([N:10]2[C:15]3[N:16]=[CH:17][CH:18]=[CH:19][C:14]=3[C:13](=[O:20])[N:12]([CH2:32][CH2:31][OH:30])[C:11]2=[O:21])[CH:7]=[CH:8][CH:9]=1)([O-:3])=[O:2] |f:2.3|. Procedure details: To a solution of 2.8 g of 1-(m-nitrophenyl)pyrido[2,3-d]pyrimidine-2,4 (1H,3H)-dione and 30 ml of dimethylformamide was added 0.53 g of 55 % sodium hydride, and the solution was heated up to 150°C. To this was added 0.97 g of ethylene carbonate, and the mixture was reacted for one hour at 150°C. After the reaction was complete, the solvent was distilled off from the resulting mixture under reduced pressure. To the residue obtained was added water to precipitate a crude product. This product was ... Starting materials: OC1CC=2C=3C(=CNC3C=CC2OC1)C=O (8-Hydroxy-3,7,8,9-tetrahydro-pyrano[3,2-e]indole-1-carboxaldehyde), C(C)(=O)[O-].[NH4+] (ammonium acetate), [N+](=O)([O-])CC (nitroethane). Conditions: temperature 115 celsius. Yields the product [N+](=O)([O-])C(=CC1=CNC=2C=CC3=C(C12)CC(CO3)O)C (1-(2-Nitropropenyl)-3,7,8,9-tetrahydro-pyrano[3,2-e]indol-8-ol). Reaction SMILES: [OH:1][CH:2]1[CH2:14][O:13][C:12]2[CH:11]=[CH:10][C:9]3[NH:8][CH:7]=[C:6]([CH:15]=O)[C:5]=3[C:4]=2[CH2:3]1.C([O-])(=O)C.[NH4+].[N+:22]([CH2:25][CH3:26])([O-:24])=[O:23]>>[N+:22]([C:25]([CH3:26])=[CH:15][C:6]1[C:5]2[C:4]3[CH2:3][CH:2]([OH:1])[CH2:14][O:13][C:12]=3[CH:11]=[CH:10][C:9]=2[NH:8][CH:7]=1)([O-:24])=[O:23] |f:1.2|. Procedure: A mixture of the product from Step D (0.64 g, 2.95 mmol) and ammonium acetate (0.23 g, 2.98 mmol) in nitroethane (3 ml) was heated at 115° C. for 2.5 h. The mixture was cooled and the orange solid that formed was collected by filtration, washed with EtOAc and water and dried under vacuum (0.54 g, 67%): mp 240-242° C. The reactants are ClC1=C(C=CC=C1)C(CC1=NC=CN=C1)=O (2'-chloro-2-(2-pyrazinyl)-acetophenone), Cl.CON (O-methylhydroxylamine hydrochloride). Run in N1=CC=CC=C1 (pyridine). The product is CON=C(CC1=NC=CN=C1)C1=C(C=CC=C1)Cl (2'-chloro-2-(2-pyrazinyl)-acetophenone O-methyl oxime). RXN SMILES: [Cl:1][C:2]1[CH:7]=[CH:6][CH:5]=[CH:4][C:3]=1[C:8](=O)[CH2:9][C:10]1[CH:15]=[N:14][CH:13]=[CH:12][N:11]=1.Cl.[CH3:18][O:19][NH2:20]>N1C=CC=CC=1>[CH3:18][O:19][N:20]=[C:8]([C:3]1[CH:4]=[CH:5][CH:6]=[CH:7][C:2]=1[Cl:1])[CH2:9][C:10]1[CH:15]=[N:14][CH:13]=[CH:12][N:11]=1 |f:1.2|. Reported procedure: 3 g of 2'-chloro-2-(2-pyrazinyl)-acetophenone and 0.8 g of O-methylhydroxylamine hydrochloride are dissolved in 10 ml of pyridine and the mixture is heated at 80° for 30 minutes. The pyridine is then removed under reduced pressure and water is added to the crude product. Thereupon, the mixture is extracted with ethyl acetate and the organic phase is dried over sodium sulfate and concentrated to yield 2'-chloro-2-(2-pyrazinyl)-acetophenone O-methyl oxime as an oil.